From a dataset of the Open Reaction Database (ORD), a public repository of structured organic reaction records. describe an organic reaction: reactants, conditions, products, and yield The reactants are COc1ccc(C(=CC=CC(=O)Oc2ccc([N+](=O)[O-])cc2)c2ccc(OC)cc2)cc1, C1CCOC1, NCCCCCc1ccccn1. Yields the product COc1ccc(C(=CC=CC(=O)NCCCCCc2ccccn2)c2ccc(OC)cc2)cc1. As a reaction SMILES: [N+:1]([c:2]1[cH:3][cH:4][c:5]([O:10][C:11](=[O:6])[CH:12]=[CH:13][CH:14]=[C:15]([c:16]2[cH:17][cH:18][c:19]([O:22][CH3:23])[cH:20][cH:21]2)[c:24]2[cH:25][cH:26][c:27]([O:30][CH3:31])[cH:28][cH:29]2)[cH:7][cH:8]1)([O-:9])=[O:32].[O:45]1[CH2:46][CH2:47][CH2:48][CH2:49]1.[n:33]1[c:34]([CH2:39][CH2:40][CH2:41][CH2:42][CH2:43][NH2:44])[cH:35][cH:36][cH:37][cH:38]1>>[O:10]=[C:11]([CH:12]=[CH:13][CH:14]=[C:15]([c:16]1[cH:17][cH:18][c:19]([O:22][CH3:23])[cH:20][cH:21]1)[c:24]1[cH:25][cH:26][c:27]([O:30][CH3:31])[cH:28][cH:29]1)[NH:44][CH2:43][CH2:42][CH2:41][CH2:40][CH2:39][c:34]1[n:33][cH:38][cH:37][cH:36][cH:35]1. The reactants are 3R, ClC1=CC=C2C(=C1)NC(C21C(N(C(CC1C1=CC(=CC=C1)Cl)=O)CC(=O)OC(C)(C)C)C1=C(C=CC(=C1)F)C)=O.COC(C)[Si](C)(C)C (6-chloro-4′-(3-chlorophenyl)-2′-(5-fluoro-2-methylphenyl)-2,3-dihydro-1′-[(tert-butoxycarbonyl)methyl]-2,6′-dioxo spiro[indole-3,3′-piperidine] 1-methoxyethyl trimethylsilane), COC1=CC=C(C=C1)P1(SP(S1)(C1=CC=C(C=C1)OC)=S)=S (2,4-bis-(4-methoxyphenyl)-1,3-dithia-2,4-diphosphetane 2,4-disulfide). Solvent: C1(=CC=CC=C1)C (toluene). Run at temperature 120 celsius. Yields the product ClC1=CC=C2C(=C1)NC(C21C(N(C(CC1C1=CC(=CC=C1)Cl)=S)CC(=O)OC(C)(C)C)C1=C(C=CC(=C1)F)C)=O.COC(C)[Si](C)(C)C (6-chloro-4′-(3-chlorophenyl)-2′-(5-fluoro-2-methylphenyl)-2,3-dihydro-1′-[(tert-butoxycarbonyl)methyl]-2-oxo-6′-thioxo spiro[indole-3,3′-piperidine] 1-methoxyethyl trimethylsilane), foam. Isolated yield 92.0%. As a reaction SMILES: [Cl:1][C:2]1[CH:7]=[C:6]2[NH:8][C:9](=[O:40])[C:10]3([CH:15]([C:16]4[CH:21]=[CH:20][CH:19]=[C:18]([Cl:22])[CH:17]=4)[CH2:14][C:13](=O)[N:12]([CH2:24][C:25]([O:27][C:28]([CH3:31])([CH3:30])[CH3:29])=[O:26])[CH:11]3[C:32]3[CH:37]=[C:36]([F:38])[CH:35]=[CH:34][C:33]=3[CH3:39])[C:5]2=[CH:4][CH:3]=1.[CH3:41][O:42][CH:43]([Si:45]([CH3:48])([CH3:47])[CH3:46])[CH3:44].COC1C=CC(P2(=S)SP(=S)(C3C=CC(OC)=CC=3)[S:58]2)=CC=1>C1(C)C=CC=CC=1>[Cl:1][C:2]1[CH:7]=[C:6]2[NH:8][C:9](=[O:40])[C:10]3([CH:15]([C:16]4[CH:21]=[CH:20][CH:19]=[C:18]([Cl:22])[CH:17]=4)[CH2:14][C:13](=[S:58])[N:12]([CH2:24][C:25]([O:27][C:28]([CH3:31])([CH3:30])[CH3:29])=[O:26])[CH:11]3[C:32]3[CH:37]=[C:36]([F:38])[CH:35]=[CH:34][C:33]=3[CH3:39])[C:5]2=[CH:4][CH:3]=1.[CH3:41][O:42][CH:43]([Si:45]([CH3:48])([CH3:47])[CH3:46])[CH3:44] |f:0.1,4.5|. Procedure details: The mixture of racemic (2′R, 3R, 4′S)-6-chloro-4′-(3-chlorophenyl)-2′-(5-fluoro-2-methylphenyl)-2,3-dihydro-1′-[(tert-butoxycarbonyl)methyl]-2,6′-dioxo spiro[indole-3,3′-piperidine]-1-methoxyethyl trimethylsilane (1 g, 1.4 mmol) prepared in example 1e and 2,4-bis-(4-methoxyphenyl)-1,3-dithia-2,4-diphosphetane 2,4-disulfide (1.5 g, 3.75 mmol) (Aldrich) in toluene (20 mL) was heated at 120° C. for 0.5 h. The mixture was cooled to room temperature and then concentrated. The residue was purified by ...